Dataset: the Open Reaction Database (ORD), a public repository of structured organic reaction records. Task: describe an organic reaction: reactants, conditions, products, and yield Starting materials: ClC=1C=C(CN2C(C3=C(C(NC(=C3CC2)C(=O)N(C)C)=O)O)=O)C=CC1F (6-(3-chloro-4-fluorobenzyl)-4-hydroxy-N,N-dimethyl-3,5-dioxo-2,3,5,6,7,8-hexahydro-2,6-naphthyridine-1-carboxamide), BrCC#N (bromoacetonitrile). The product is ClC=1C=C(CN2C(C3=C(C(N(C(=C3CC2)C(=O)N(C)C)CC#N)=O)O)=O)C=CC1F (6-(3-Chloro-4-fluorobenzyl)-4-hydroxy-N,N-dimethyl-2-(cyanomethyl)-3,5-dioxo-2,3,5,6,7,8-hexahydro-2,6-naphthyridine-1-carboxamide). Reaction SMILES: [Cl:1][C:2]1[CH:3]=[C:4]([CH:24]=[CH:25][C:26]=1[F:27])[CH2:5][N:6]1[CH2:15][CH2:14][C:13]2[C:8](=[C:9]([OH:22])[C:10](=[O:21])[NH:11][C:12]=2[C:16]([N:18]([CH3:20])[CH3:19])=[O:17])[C:7]1=[O:23].Br[CH2:29][C:30]#[N:31]>>[Cl:1][C:2]1[CH:3]=[C:4]([CH:24]=[CH:25][C:26]=1[F:27])[CH2:5][N:6]1[CH2:15][CH2:14][C:13]2[C:8](=[C:9]([OH:22])[C:10](=[O:21])[N:11]([CH2:29][C:30]#[N:31])[C:12]=2[C:16]([N:18]([CH3:20])[CH3:19])=[O:17])[C:7]1=[O:23]. Reported procedure: The title compound was prepared in a manner similar to that described for 6-(3-chloro-4-fluorobenzyl)-4-hydroxy-N,N-dimethyl-3,5-dioxo-2,3,5,6,7,8-hexahydro-2,6-naphthyridine-1-carboxamide (Example 13, step 6), wherein bromoacetonitrile was employed in place of 2-iodopropane.